describe an organic reaction: reactants, conditions, products, and yield From a dataset of the Open Reaction Database (ORD), a public repository of structured organic reaction records. The reactants are CC=1C=CC(=C(C(=O)O)C1)C1=NC=CC=C1 (5-methyl-2-(pyridin-2-yl)benzoic acid), ClC=1C=CC2=C(N=C(O2)NC[C@H]2NCCC[C@H]2C)C1 (5-chloro-N-(((2S,3R)-3-methylpiperidin-2-yl)methyl)benzo[d]oxazol-2-amine). Yields the product ClC=1C=CC2=C(N=C(O2)NC[C@H]2N(CCC[C@H]2C)C(=O)C2=C(C=CC(=C2)C)C2=NC=CC=C2)C1 (((2S,3R)-2-(((5-Chlorobenzo[d]oxazol-2-yl)amino)methyl)-3-methylpiperidin-1-yl)(5-methyl-2-(pyridin-2-yl)phenyl)methanone). As a reaction SMILES: [CH3:1][C:2]1[CH:3]=[CH:4][C:5]([C:11]2[CH:16]=[CH:15][CH:14]=[CH:13][N:12]=2)=[C:6]([CH:10]=1)[C:7]([OH:9])=O.[Cl:17][C:18]1[CH:19]=[CH:20][C:21]2[O:25][C:24]([NH:26][CH2:27][C@@H:28]3[C@H:33]([CH3:34])[CH2:32][CH2:31][CH2:30][NH:29]3)=[N:23][C:22]=2[CH:35]=1>>[Cl:17][C:18]1[CH:19]=[CH:20][C:21]2[O:25][C:24]([NH:26][CH2:27][C@@H:28]3[C@H:33]([CH3:34])[CH2:32][CH2:31][CH2:30][N:29]3[C:7]([C:6]3[CH:10]=[C:2]([CH3:1])[CH:3]=[CH:4][C:5]=3[C:11]3[CH:16]=[CH:15][CH:14]=[CH:13][N:12]=3)=[O:9])=[N:23][C:22]=2[CH:35]=1. Procedure details: The title compound was prepared following the same general protocol as described in Example A1, using 5-methyl-2-(pyridin-2-yl)benzoic acid and 5-chloro-N-(((2S,3R)-3-methylpiperidin-2-yl)methyl)benzo[d]oxazol-2-amine. ESI-MS (m/z): 475 [M+1]+.